describe an organic reaction: reactants, conditions, products, and yield From a dataset of the Open Reaction Database (ORD), a public repository of structured organic reaction records. Reactants: CC=1OC(=C(N1)C)C=O (2,4-dimethyloxazole-5-carbaldehyde), ClC1=C(C(=NC2=CC=C(C=C12)C(O)C=1C(=NC(=CC1)C)C)OC)CC1=CC=C(C=C1)C(F)(F)F ((4-Chloro-2-methoxy-3-(4-(trifluoromethyl)benzyl)quinolin-6-yl)(2,6-dimethylpyridin-3-yl)methanol), ClC1=C(C(=NC2=CC=C(C=C12)C(O)C=1C(=NC(=CC1)C)C)OC)CC1=CC=C(C=C1)C(F)(F)F ((4-Chloro-2-methoxy-3-(4-(trifluoromethyl)benzyl)quinolin-6-yl)(2,6-dimethylpyridin-3-yl)methanol), C(CCC)[Li] (n-butyllithium). Solvent: C1CCOC1 (THF). Reaction conditions: temperature -70 celsius, time 2 minute. The product is ClC1=C(C(=NC2=CC=C(C=C12)C(O)C1=C(N=C(O1)C)C)OC)CC1=CC=C(C=C1)C(F)(F)F ((4-Chloro-2-methoxy-3-(4-(trifluoromethyl)benzyl)quinolin-6-yl)(2,4-dimethyloxazol-5-yl)methanol). As a reaction SMILES: [Cl:1][C:2]1[C:11]2[C:6](=[CH:7][CH:8]=[C:9]([CH:12]([C:14]3[C:15]([CH3:21])=[N:16][C:17](C)=[CH:18]C=3)[OH:13])[CH:10]=2)[N:5]=[C:4]([O:22][CH3:23])[C:3]=1[CH2:24][C:25]1[CH:30]=[CH:29][C:28]([C:31]([F:34])([F:33])[F:32])=[CH:27][CH:26]=1.C([Li])CCC.CC1[O:42]C(C=O)=C(C)N=1>C1COCC1>[Cl:1][C:2]1[C:11]2[C:6](=[CH:7][CH:8]=[C:9]([CH:12]([C:14]3[O:42][C:17]([CH3:18])=[N:16][C:15]=3[CH3:21])[OH:13])[CH:10]=2)[N:5]=[C:4]([O:22][CH3:23])[C:3]=1[CH2:24][C:25]1[CH:30]=[CH:29][C:28]([C:31]([F:34])([F:33])[F:32])=[CH:27][CH:26]=1. Procedure: To a 50 mL flask containing 6-bromo-4-chloro-2-methoxy-3-(4-(trifluoromethyl)benzyl)quinoline (1.5 g, 3.48 mmol, Intermediate 12: step d) was added THF (65 mL) at room temperature which resulted in a colorless homogeneous mixture. The solution was cooled to −70° C. which remained homogeneous and then n-butyllithium (2.5 M in hexanes, 1.62 mL, 4.04 mmol) was added drop wise. The color of the solution became a dark opaque reddish-brown color. After 2 minutes, 2,4-dimethyloxazole-5-carbaldehyde (52... Reactants: FC(S(=O)(=O)OCC#C)(F)F (2-propyn-1-yl trifluoromethanesulfonate), CC=1[Te]C2=C(N1)C=CC=C2 (2-Methylbenzotellurazole), [Te]1C=NC2=C1C=CC=C2 (benzotellurazole). Run in C(Cl)(Cl)(Cl)Cl (carbon tetrachloride), ClCCl (dichloromethane). Run at time 20 hour. The product is FC(S(=O)(=O)[O-])(F)F.CC=1[Te]C2=C([N+]1CC#C)C=CC=C2 (2-Methyl-3-(2-propyn-1-yl)benzotellurazolium Trifluoromethanesulfonate). As a reaction SMILES: [CH3:1][C:2]1[Te:3][C:4]2[CH:10]=[CH:9][CH:8]=[CH:7][C:5]=2[N:6]=1.[F:11][C:12]([F:21])([F:20])[S:13]([O:16][CH2:17][C:18]#[CH:19])(=[O:15])=[O:14].[Te]1C2C=CC=CC=2N=C1>ClCCl.C(Cl)(Cl)(Cl)Cl>[F:11][C:12]([F:21])([F:20])[S:13]([O-:16])(=[O:15])=[O:14].[CH3:1][C:2]1[Te:3][C:4]2[CH:10]=[CH:9][CH:8]=[CH:7][C:5]=2[N+:6]=1[CH2:19][C:18]#[CH:17] |f:5.6|. Procedure: 2-Methylbenzotellurazole (Example 18) (0.81 g, 0.0033 mole) was dissolved in dichloromethane (30 ml). A solution in carbon tetrachloride (25 ml) of 2-propyn-1-yl trifluoromethanesulfonate, prepared as described above, (0.004 mole) was placed in a dropping funnel and added at room temperature under a nitrogen atmosphere to the benzotellurazole solution. The mixture was stirred for about 20 hours after the addition was complete, forming a white solid, which was isolated by filtration, washed with ... The reactants are CCOC(C)=O, CCCc1cc(N)cc(C)c1O, O=C(Cl)Cl. Product: CCCc1cc(N=C=O)cc(C)c1O. Reaction SMILES: [CH3:17][CH2:18][O:19][C:20](=[O:21])[CH3:22].[CH3:1][c:2]1[cH:3][c:4]([NH2:5])[cH:6][c:7]([CH2:10][CH2:11][CH3:12])[c:8]1[OH:9].[Cl:13][C:14]([Cl:15])=[O:16]>>[CH3:1][c:2]1[cH:3][c:4]([N:5]=[C:14]=[O:16])[cH:6][c:7]([CH2:10][CH2:11][CH3:12])[c:8]1[OH:9]. The reactants are C(C)(C)(C)C1=CC(=NO1)NC(=O)N(C)CC=C (1-(5-t-butylisoxazol-3-yl)-3-allyl-3-methylurea), ClCCl (dichloromethane), O=[O+][O-] (Ozone). The solvent is CO (methanol). Reaction conditions: time 30 minute. Product: C(C)(C)(C)C1=CC(=NO1)N1C(N(CC1O)C)=O (1-(5-t-butylisoxazol-3-yl)-5-hydroxy-3-methyl-2-oxoimidazolidine). As a reaction SMILES: [C:1]([C:5]1[O:9][N:8]=[C:7]([NH:10][C:11]([N:13]([CH2:15][CH:16]=C)[CH3:14])=[O:12])[CH:6]=1)([CH3:4])([CH3:3])[CH3:2].ClCCl.[O:21]=[O+][O-]>CO>[C:1]([C:5]1[O:9][N:8]=[C:7]([N:10]2[CH:16]([OH:21])[CH2:15][N:13]([CH3:14])[C:11]2=[O:12])[CH:6]=1)([CH3:2])([CH3:3])[CH3:4]. Procedure details: A 2.96 g. portion of 1-(5-t-butylisoxazol-3-yl)-3-allyl-3-methylurea was dissolved in 25 ml. of 1:1 by volume dichloromethane:methanol, and the solution was cooled to -78°. Ozone diluted in dry air was bubbled into the solution with good stirring for 30 minutes, after which tlc analysis indicated that the starting material was gone. Nitrogen was bubbled through the mixture for 10 minutes to remove residual dissolved ozone, and then 1 ml. of dimethyl sulfide was added and the mixture was allowed ... The reactants are CC1=C(C(=CC=C1)C)C(N(C([O-])=O)C1=NC(=NC=C1)NC1=CC=C(C=C1)OCCN(C)C)C1=C(C=CC(=C1)OC)OC (2,6-dimethylphenyl(2,5-bis(methyloxy)phenyl)methyl(2-((4-((2-(dimethylamino)ethyl)oxy)phenyl)amino)-4-pyrimidinyl)carbamate), CC1=C(C(=CC=C1)C)OC(N(CC1=C(C=CC(=C1)OC)OC)C1=NC(=NC=C1)Cl)=O ((2-chloropyrimidin-4-yl)-(2,5-dimethoxy-benzyl)carbamic acid 2,6-dimethylphenyl ester), CN(CCOC1=CC=C(C=C1)N)C (4-(2-dimethylaminoethoxy)phenylamine), tris(dibenzylidene-acetone) di-palladium, C1(=CC=CC=C1)P(C1=CC=CC=2C(C3=CC=CC(=C3OC12)P(C1=CC=CC=C1)C1=CC=CC=C1)(C)C)C1=CC=CC=C1 (4,5-bis-diphenylphosphanyl-9,9-dimethyl-9H-xanthene), C([O-])([O-])=O.[Na+].[Na+] (sodium carbonate), O (water). Conditions: temperature 100 celsius. Yields the product COC1=C(C=C(C=C1)OC)CN(C(OC1=C(C=CC=C1C)C)=O)C1=NC(=NC=C1)NC1=CC=C(C=C1)OCCN(C)C (2,6-dimethylphenyl (2,5-bis(methyloxy)phenyl)methyl(2-((4-((2-(dimethylamino)ethyl)oxy)-phenyl)amino)-4-pyrimidinyl)carbamate). RXN SMILES: CC1C=CC=C(C)C=1C(C1C=C(OC)C=CC=1OC)N(C1C=CN=C([NH:20][C:21]2[CH:26]=[CH:25][C:24]([O:27][CH2:28][CH2:29][N:30]([CH3:32])[CH3:31])=[CH:23][CH:22]=2)N=1)C(=O)[O-].[CH3:43][C:44]1[CH:49]=[CH:48][CH:47]=[C:46]([CH3:50])[C:45]=1[O:51][C:52](=[O:72])[N:53]([C:65]1[CH:70]=[CH:69][N:68]=[C:67](Cl)[N:66]=1)[CH2:54][C:55]1[CH:60]=[C:59]([O:61][CH3:62])[CH:58]=[CH:57][C:56]=1[O:63][CH3:64].CN(C)CCOC1C=CC(N)=CC=1.C1(P(C2C=CC=CC=2)C2C3OC4C(=CC=CC=4P(C4C=CC=CC=4)C4C=CC=CC=4)C(C)(C)C=3C=CC=2)C=CC=CC=1.C(=O)([O-])[O-].[Na+].[Na+].O>>[CH3:64][O:63][C:56]1[CH:57]=[CH:58][C:59]([O:61][CH3:62])=[CH:60][C:55]=1[CH2:54][N:53]([C:65]1[CH:70]=[CH:69][N:68]=[C:67]([NH:20][C:21]2[CH:22]=[CH:23][C:24]([O:27][CH2:28][CH2:29][N:30]([CH3:32])[CH3:31])=[CH:25][CH:26]=2)[N:66]=1)[C:52](=[O:72])[O:51][C:45]1[C:46]([CH3:50])=[CH:47][CH:48]=[CH:49][C:44]=1[CH3:43] |f:4.5.6|. Reported procedure: 2,6-dimethylphenyl(2,5-bis(methyloxy)phenyl)methyl(2-((4-((2-(dimethylamino)ethyl)oxy)phenyl)amino)-4-pyrimidinyl)carbamate A resealable tube was charged with the (2-chloropyrimidin-4-yl)-(2,5-dimethoxy-benzyl)carbamic acid 2,6-dimethylphenyl ester (0.200 g, 0.467 mmol), 4-(2-dimethylaminoethoxy)phenylamine (0.088 g, 0.490 mmol), tris(dibenzylidene-acetone)-di-palladium (0.017 g, 0.019 mmol), 4,5-bis-diphenylphosphanyl-9,9-dimethyl-9H-xanthene (0.032 g, 0.056 mmol), and sodium carbonate (0.069 g... Starting materials: NCC(=O)c1ccccc1, CN(C)C=O, O=C(Cl)CCl, Cl. Yields the product O=C(CCl)NCC(=O)c1ccccc1. RXN SMILES: [CH2:7]([C:8](=[O:9])[c:10]1[cH:11][cH:12][cH:13][cH:14][cH:15]1)[NH2:16].[CH3:17][N:18]([CH3:19])[CH:20]=[O:21].[Cl:1][CH2:2][C:3](=[O:4])[Cl:5].[ClH:6]>>[Cl:1][CH2:2][C:3](=[O:4])[NH:16][CH2:7][C:8](=[O:9])[c:10]1[cH:11][cH:12][cH:13][cH:14][cH:15]1. Starting materials: CCc1ccc(C(=O)C(OC(=O)CBr)c2ccc(CC)cc2)cc1, Cc1cccc(C)c1NC(=O)CN1CCNCC1, CC#N, [I-], [Na+], [Na+], [Na+], O=C([O-])[O-]. Yields the product CCc1ccc(C(=O)C(OC(=O)CN2CCN(CC(=O)Nc3c(C)cccc3C)CC2)c2ccc(CC)cc2)cc1. RXN SMILES: [Br:1][CH2:2][C:3](=[O:4])[O:5][CH:6]([C:7](=[O:8])[c:9]1[cH:10][cH:11][c:12]([CH2:15][CH3:16])[cH:13][cH:14]1)[c:17]1[cH:18][cH:19][c:20]([CH2:23][CH3:24])[cH:21][cH:22]1.[CH3:33][c:34]1[c:35]([NH:41][C:42]([CH2:43][N:44]2[CH2:45][CH2:46][NH:47][CH2:48][CH2:49]2)=[O:50])[c:36]([CH3:40])[cH:37][cH:38][cH:39]1.[CH3:51][C:52]#[N:53].[I-:32].[Na+:25].[Na+:26].[Na+:31].[O-:27][C:28](=[O:29])[O-:30]>>[CH2:2]([C:3](=[O:4])[O:5][CH:6]([C:7](=[O:8])[c:9]1[cH:10][cH:11][c:12]([CH2:15][CH3:16])[cH:13][cH:14]1)[c:17]1[cH:18][cH:19][c:20]([CH2:23][CH3:24])[cH:21][cH:22]1)[N:47]1[CH2:46][CH2:45][N:44]([CH2:43][C:42]([NH:41][c:35]2[c:34]([CH3:33])[cH:39][cH:38][cH:37][c:36]2[CH3:40])=[O:50])[CH2:49][CH2:48]1. Reactants: COC(CCCO)OC (4,4-dimethoxybutanol), C(Br)(Br)(Br)Br (carbon tetrabromide), CN(C=O)C (dimethylformamide), C1(=CC=CC=C1)P(C1=CC=CC=C1)C1=CC=CC=C1 (triphenylphosphine). The solvent is O (water). The product is COC(CCCBr)OC (4,4-dimethoxybutylbromide). RXN SMILES: [CH3:1][O:2][CH:3]([O:8][CH3:9])[CH2:4][CH2:5][CH2:6]O.CN(C)C=O.C1(P(C2C=CC=CC=2)C2C=CC=CC=2)C=CC=CC=1.C(Br)(Br)(Br)[Br:35]>O>[CH3:1][O:2][CH:3]([O:8][CH3:9])[CH2:4][CH2:5][CH2:6][Br:35]. Reported procedure: A solution of 0.1 moles of 4,4-dimethoxybutanol in 50 ml. of dimethylformamide containing 0.1 moles of triphenylphosphine is allowed to react for 18 hours with 0.1 moles of carbon tetrabromide. The mixture is diluted with water and extracted with ether. The ether extracts are combined, washed with water, dried and evaporated to a crude product which is purified by distillation to yield 4,4-dimethoxybutylbromide. This bromide is then converted into the diethyl phosphonate using the procedure desc... Reported procedure: The title compound was prepared according to the procedure described in Example-108 by using 5-(5-(aminomethyl)-2-chlorophenyl)-2-(4-(2-cyclopropylethynyl)-2-fluorophenyl)-2H-1,2,4-triazol-3(4H)-one (0.100 g, 0.266 mmol), pivaloyl chloride (0.040 g, 0.319 mmol), THF (10.0 mL) and TEA (2 mL) to afford 0.040 g of the desired product. 1H NMR (400 MHz, DMSO d6): δ 0.78 (m, 2H), 0.919 (m, 2H), 1.11 (br s, 9H), 1.56 (m, 1H), 4.28 (br d, 2H), 7.32-7.41 (m, 3H), 7.56 (br s, 3H), 8.16 (s, 1H), 12.46 (s, ... As a reaction SMILES: [NH2:1][CH2:2][C:3]1[CH:4]=[CH:5][C:6]([Cl:27])=[C:7]([C:9]2[NH:10][C:11](=[O:26])[N:12]([C:14]3[CH:19]=[CH:18][C:17]([C:20]#[C:21][CH:22]4[CH2:24][CH2:23]4)=[CH:16][C:15]=3[F:25])[N:13]=2)[CH:8]=1.[C:28](Cl)(=[O:33])[C:29]([CH3:32])([CH3:31])[CH3:30]>C1COCC1>[Cl:27][C:6]1[CH:5]=[CH:4][C:3]([CH2:2][NH:1][C:28](=[O:33])[C:29]([CH3:32])([CH3:31])[CH3:30])=[CH:8][C:7]=1[C:9]1[NH:10][C:11](=[O:26])[N:12]([C:14]2[CH:19]=[CH:18][C:17]([C:20]#[C:21][CH:22]3[CH2:24][CH2:23]3)=[CH:16][C:15]=2[F:25])[N:13]=1. Run in C1CCOC1 (THF). Yields the product ClC1=C(C=C(CNC(C(C)(C)C)=O)C=C1)C1=NN(C(N1)=O)C1=C(C=C(C=C1)C#CC1CC1)F (N-(4-chloro-3-(1-(4-(2-cyclopropylethynyl)-2-fluorophenyl)-4,5-dihydro-5-oxo-1H-1,2,4-triazol-3-yl)benzyl)pivalamide). Reactants: NCC=1C=CC(=C(C1)C=1NC(N(N1)C1=C(C=C(C=C1)C#CC1CC1)F)=O)Cl (5-(5-(aminomethyl)-2-chlorophenyl)-2-(4-(2-cyclopropylethynyl)-2-fluorophenyl)-2H-1,2,4-triazol-3(4H)-one), C(C(C)(C)C)(=O)Cl (pivaloyl chloride), TEA. Isolated yield 32.2%.